From a dataset of the Open Reaction Database (ORD), a public repository of structured organic reaction records. describe an organic reaction: reactants, conditions, products, and yield Starting materials: C(C)N(C(C1=CC=C(C=C1)O)=O)C1=C(C=CC(=C1)OC)C1CC2=CC=C(C=C2CC1)OC (N-ethyl-4-hydroxy-N-[5-methoxy-2-(6-methoxy-1,2,3,4-tetrahydronaphthalen-2-yl)phenyl]benzamide), Cl.ClCCN1CCOCC1 (4-(2-chloroethyl)morpholine hydrochloride). Product: C(C)N(C1=C(C=CC(=C1)O)C1CC=2C=CC(=CC2CC1)O)CC1=CC=C(C=C1)OCCN1CCOCC1 (6-{2-{Ethyl[4-(2-morpholin-4-ylethoxy)benzyl]amino}-4-hydroxyphenyl}-5,6,7,8-tetrahydronaphthalen-2-ol). Yield: 77.3%. As a reaction SMILES: [CH2:1]([N:3]([C:13]1[CH:18]=[C:17]([O:19]C)[CH:16]=[CH:15][C:14]=1[CH:21]1[CH2:30][CH2:29][C:28]2[C:23](=[CH:24][CH:25]=[C:26]([O:31]C)[CH:27]=2)[CH2:22]1)[C:4](=O)[C:5]1[CH:10]=[CH:9][C:8]([OH:11])=[CH:7][CH:6]=1)[CH3:2].Cl.Cl[CH2:35][CH2:36][N:37]1[CH2:42][CH2:41][O:40][CH2:39][CH2:38]1>>[CH2:1]([N:3]([CH2:4][C:5]1[CH:6]=[CH:7][C:8]([O:11][CH2:35][CH2:36][N:37]2[CH2:42][CH2:41][O:40][CH2:39][CH2:38]2)=[CH:9][CH:10]=1)[C:13]1[CH:18]=[C:17]([OH:19])[CH:16]=[CH:15][C:14]=1[CH:21]1[CH2:30][CH2:29][C:28]2[CH:27]=[C:26]([OH:31])[CH:25]=[CH:24][C:23]=2[CH2:22]1)[CH3:2] |f:1.2|. Procedure: Synthesized from N-ethyl-4-hydroxy-N-[5-methoxy-2-(6-methoxy-1,2,3,4-tetrahydronaphthalen-2-yl)phenyl]benzamide (250 mg) and 4-(2-chloroethyl)morpholine hydrochloride (140 mg) according to an analogous synthetic method to Example 368, the title compound (225 mg) was obtained. Reactants: C(C)(C)N(CC)C(C)C (diisopropylethylamine), OCC1CNC1 (3-hydroxymethylazetidine), ClC=1OC=2C(N1)=C(C(=C(C2F)C2=CC=CC=C2)C)C#N (2-chloro-7-fluoro-5-methyl-6-phenyl-1,3-benzoxazole-4-cabonitrile). The solvent is C(Cl)Cl (methylene chloride), C(Cl)Cl (methylene chloride), C(Cl)(Cl)Cl (chloroform). The product is FC=1C(=C(C(=C2N=C(OC21)N2CC(C2)CO)C#N)C)C2=CC=CC=C2 (7-Fluoro-2-[3-(hydroxymethyl)azetidin-1-yl]-5-methyl-6-phenyl-1,3-benzoxazole-4-carbonitrile). Isolated yield 73.4%. As a reaction SMILES: Cl[C:2]1[O:3][C:4]2[C:5](=[C:7]([C:19]#[N:20])[C:8]([CH3:18])=[C:9]([C:12]3[CH:17]=[CH:16][CH:15]=[CH:14][CH:13]=3)[C:10]=2[F:11])[N:6]=1.C(N(C(C)C)CC)(C)C.[OH:30][CH2:31][CH:32]1[CH2:35][NH:34][CH2:33]1>C(Cl)Cl.C(Cl)(Cl)Cl>[F:11][C:10]1[C:9]([C:12]2[CH:17]=[CH:16][CH:15]=[CH:14][CH:13]=2)=[C:8]([CH3:18])[C:7]([C:19]#[N:20])=[C:5]2[C:4]=1[O:3][C:2]([N:34]1[CH2:35][CH:32]([CH2:31][OH:30])[CH2:33]1)=[N:6]2. Procedure details: Under nitrogen atmosphere, 2-chloro-7-fluoro-5-methyl-6-phenyl-1,3-benzoxazole-4-cabonitrile (I-130) (240 mg, 0.84 mmol) was dissolved in methylene chloride (10 ml), then diisopropylethylamine (584 μl, 3.35 mmol) and 3-hydroxymethylazetidine (206 mg, 1.67 mmol) dissolved in methylene chloride (5 ml) were added, followed by heating under reflux in a sealed tube for 5 hours. After cooling, diluting with chloroform and washing with water, the organic layer was dried over anhydrous magnesium sulfate... Yields the product FCC1(OC2=C(C(=C1)C(=O)O)C=C(C=C2)C(F)(F)F)CF (2,2-bis(fluoromethyl)-6-(trifluoromethyl)-2 H- 1-benzopyran-4-carboxylic acid). Run in CN(C(C)=O)C (N,N-dimethylacetamide). Starting materials: CO, [C]=O (carbon monoxide), FCC1(OC2=C(C(=C1)OS(=O)(=O)C(F)(F)F)C=C(C=C2)C(F)(F)F)CF (trifluoromethanesulfonic acid 2,2-bis(fluoromethyl)-6-(trifluoromethyl) -2 H- 1-benzopyran-4-yl ester), C(C)(=O)[O-].[K+] (potassium acetate). Reaction SMILES: [C]=O.[F:3][CH2:4][C:5]1([CH2:27][F:28])[CH:10]=[C:9](OS(C(F)(F)F)(=O)=O)[C:8]2[CH:19]=[C:20]([C:23]([F:26])([F:25])[F:24])[CH:21]=[CH:22][C:7]=2[O:6]1.[C:29]([O-:32])(=[O:31])C.[K+]>CN(C)C(=O)C>[F:3][CH2:4][C:5]1([CH2:27][F:28])[CH:10]=[C:9]([C:29]([OH:32])=[O:31])[C:8]2[CH:19]=[C:20]([C:23]([F:24])([F:25])[F:26])[CH:21]=[CH:22][C:7]=2[O:6]1 |f:2.3,^3:0|. Procedure: A three-necked 50-ml flask (equipped with a reflux condenser, a thermometer, and a CO introducing pipe connected with a balloon charged with carbon monoxide gas) was charged with 1.0 g (2.4 mmol) of trifluoromethanesulfonic acid 2,2-bis(fluoromethyl)-6-(trifluoromethyl) -2 H- 1-benzopyran-4-yl ester, 0.95 g (9.7 mmol) of potassium acetate, and 10 ml of N,N-dimethylacetamide. Under stirring of the mixture, predetermined amounts of reagents were added, as shown in Table. Then, the reaction was con... The reactants are CCCCCCCCCCCCCCCCCCN(O)CCCCCCCCCCCCCCCCCC, C=CCBr, CCO, ClC(Cl)Cl, [Na+], [Na+], O=C([O-])[O-]. Yields the product C=CCON(CCCCCCCCCCCCCCCCCC)CCCCCCCCCCCCCCCCCC. Reaction SMILES: [CH2:1]([CH2:2][CH2:3][CH2:4][CH2:5][CH2:6][CH2:7][CH2:8][CH2:9][CH2:10][CH2:11][CH2:12][CH2:13][CH2:14][CH2:15][CH2:16][CH2:17][CH3:18])[N:19]([OH:20])[CH2:21][CH2:22][CH2:23][CH2:24][CH2:25][CH2:26][CH2:27][CH2:28][CH2:29][CH2:30][CH2:31][CH2:32][CH2:33][CH2:34][CH2:35][CH2:36][CH2:37][CH3:38].[CH2:39]([CH:40]=[CH2:41])[Br:42].[CH3:49][CH2:50][OH:51].[CH:52]([Cl:53])([Cl:54])[Cl:55].[Na+:43].[Na+:44].[O-:45][C:46](=[O:47])[O-:48]>>[CH2:1]([CH2:2][CH2:3][CH2:4][CH2:5][CH2:6][CH2:7][CH2:8][CH2:9][CH2:10][CH2:11][CH2:12][CH2:13][CH2:14][CH2:15][CH2:16][CH2:17][CH3:18])[N:19]([O:20][CH2:41][CH:40]=[CH2:39])[CH2:21][CH2:22][CH2:23][CH2:24][CH2:25][CH2:26][CH2:27][CH2:28][CH2:29][CH2:30][CH2:31][CH2:32][CH2:33][CH2:34][CH2:35][CH2:36][CH2:37][CH3:38]. Reactants: COC(=O)C1=C(SC=C1OCCC)NC(=O)N(C)C (2-(3,3-Dimethyl-ureido)-4-propoxy-thiophene-3-carboxylic acid methyl ester), [OH-].[NH4+] (ammonium hydroxide). Solvent: C(C)O (ethanol). Reaction conditions: temperature 40 celsius. Product: CN(C(NC=1SC=C(C1C(=O)N)OCCC)=O)C (2-(3,3-Dimethyl-ureido)-4-propoxy-thiophene-3-carboxylic acid amide). Yield: 51.0%. As a reaction SMILES: C[O:2][C:3]([C:5]1[C:9]([O:10][CH2:11][CH2:12][CH3:13])=[CH:8][S:7][C:6]=1[NH:14][C:15]([N:17]([CH3:19])[CH3:18])=[O:16])=O.[OH-].[NH4+:21]>C(O)C>[CH3:18][N:17]([CH3:19])[C:15](=[O:16])[NH:14][C:6]1[S:7][CH:8]=[C:9]([O:10][CH2:11][CH2:12][CH3:13])[C:5]=1[C:3]([NH2:21])=[O:2] |f:1.2|. Procedure: A solution of 2-(3,3-Dimethyl-ureido)-4-propoxy-thiophene-3-carboxylic acid methyl ester ( ) in ethanol (6 mL) was treated with concentrated ammonium hydroxide (6 mL) in a sealed tube and heated to 40° C. for 5 hours. The mixture was then cooled, evaporated, acidified with a small amount of acetic acid and purified via radial chromatography on a 2 mm plate using hexanes/ethyl acetate (3/1) plus 2% methanol as eluent to afford a white solid (15 mg, 55.3 micromol, 51%) 1H NMR (CDCL3, 400 MHz) 1.03... Starting materials: C(C)OC(=O)C=1NN=C(C1Cl)C1=CN=C(S1)C1=CC=CC=C1 (4-chloro-5-(2-phenyl-thiazol-5-yl)-2H-pyrazole-3-carboxylic acid ethyl ester), C(C)N (ethylamine). The reagents and catalysts are O (water). Solvent: O1CCCC1 (tetrahydrofuran). Run at temperature 60 celsius, time 8 hour. Yields the product C(C)NC(=O)C=1NN=C(C1Cl)C1=CN=C(S1)C1=CC=CC=C1 (4-Chloro-5-(2-phenyl-thiazol-5-yl)-2H-pyrazole-3-carboxylic Acid Ethyl Amide). Isolated yield 33.4%. Reaction SMILES: C(O[C:4]([C:6]1[NH:7][N:8]=[C:9]([C:12]2[S:16][C:15]([C:17]3[CH:22]=[CH:21][CH:20]=[CH:19][CH:18]=3)=[N:14][CH:13]=2)[C:10]=1[Cl:11])=[O:5])C.[CH2:23]([NH2:25])[CH3:24]>O1CCCC1.O>[CH2:23]([NH:25][C:4]([C:6]1[NH:7][N:8]=[C:9]([C:12]2[S:16][C:15]([C:17]3[CH:18]=[CH:19][CH:20]=[CH:21][CH:22]=3)=[N:14][CH:13]=2)[C:10]=1[Cl:11])=[O:5])[CH3:24]. Procedure: To 15 mg (0.045 mmol) of the above-prepared 4-chloro-5-(2-phenyl-thiazol-5-yl)-2H-pyrazole-3-carboxylic acid ethyl ester was added 45 mg (1.0 mmol) of 2M ethylamine in tetrahydrofuran followed by the addition of 2 drops of water. The mixture was heated to 60° C. in a sealed tube and allowed to stir overnight. The solvent was evaporated under reduced pressure and the residue was purified by chromatography on silica gel using 2:5 ethyl acetate:hexanes as eluant to give 5 mg of the title compound (... The reactants are Cc1cc(N=C(N)N(C(=O)OC(C)(C)C)C(=O)OC(C)(C)C)ccc1N1CC2CC1CN2C, ClCCl, O=C(O)C(F)(F)F. Yields the product Cc1cc(NC(=N)N)ccc1N1CC2CC1CN2C. Reaction SMILES: [CH3:1][c:2]1[cH:3][c:4]([N:16]=[C:17]([N:18]([C:19]([O:20][C:21]([CH3:22])([CH3:23])[CH3:24])=[O:25])[C:26]([O:27][C:28]([CH3:29])([CH3:30])[CH3:31])=[O:32])[NH2:33])[cH:5][cH:6][c:7]1[N:8]1[CH:9]2[CH2:10][N:11]([CH3:15])[CH:12]([CH2:13]1)[CH2:14]2.[Cl:41][CH2:42][Cl:43].[F:34][C:35]([F:36])([F:37])[C:38]([OH:39])=[O:40]>>[CH3:1][c:2]1[cH:3][c:4]([NH:16][C:17](=[NH:18])[NH2:33])[cH:5][cH:6][c:7]1[N:8]1[CH:9]2[CH2:10][N:11]([CH3:15])[CH:12]([CH2:13]1)[CH2:14]2. The reactants are S(=O)(Cl)Cl (Thionyl chloride), COC1=C(CO)C=C(C=C1)OC (2,5-dimethoxybenzyl alcohol), N1=C(C=C(C=C1C)C)C (2,4,6-collidine). The solvent is C(Cl)Cl (methylene chloride). Conditions: time 30 minute. Yields the product COC1=C(CCl)C=C(C=C1)OC (2,5-dimethoxybenzyl chloride). RXN SMILES: S(Cl)([Cl:3])=O.[CH3:5][O:6][C:7]1[CH:14]=[CH:13][C:12]([O:15][CH3:16])=[CH:11][C:8]=1[CH2:9]O.N1C(C)=CC(C)=CC=1C>C(Cl)Cl>[CH3:5][O:6][C:7]1[CH:14]=[CH:13][C:12]([O:15][CH3:16])=[CH:11][C:8]=1[CH2:9][Cl:3]. Procedure details: Thionyl chloride (108 g) is slowly added during 1 hour to a stirred mixture of 2,5-dimethoxybenzyl alcohol (150 g), 2,4,6-collidine (108 g), and methylene chloride (750 ml) at room temperature. The reaction is slightly exothermic. After stirring for another 30 minutes, the mixture is washed with hydrochloric acid (2 N) and water and then dried (MgSO4). Evaporation gives a residue of 2,5-dimethoxybenzyl chloride which crystallizes (127 g). The reactants are CN(C=1C=C(C=CC1)C(=O)C1=NN=NN1C)C ([3-(dimethylamino)phenyl](1-methyl-1H-tetrazol-5-yl)methanone), Cl.NO (hydroxylamine hydrochloride). Run in N1=CC=CC=C1 (pyridine). Conditions: temperature 70 celsius, time 6 hour. Product: ON=C(C=1C=C(N(C)C)C=CC1)C1=NN=NN1C (3-[(hydroxyimino)(1-methyl-1H-tetrazol-5-yl)methyl]-N,N-dimethylaniline), P(HCOOH). Yield: 99.6%. As a reaction SMILES: [CH3:1][N:2]([CH3:17])[C:3]1[CH:4]=[C:5]([C:9]([C:11]2[N:15]([CH3:16])[N:14]=[N:13][N:12]=2)=O)[CH:6]=[CH:7][CH:8]=1.Cl.[NH2:19][OH:20]>N1C=CC=CC=1>[OH:20][N:19]=[C:9]([C:11]1[N:15]([CH3:16])[N:14]=[N:13][N:12]=1)[C:5]1[CH:4]=[C:3]([CH:8]=[CH:7][CH:6]=1)[N:2]([CH3:17])[CH3:1] |f:1.2|. Reported procedure: To a stirred solution of [3-(dimethylamino)phenyl](1-methyl-1H-tetrazol-5-yl)methanone (3.84 g, 17 mmol) in dry pyridine (30 mL) was added hydroxylamine hydrochloride (2.89 g, 42 mmol). The reaction mixture was stirred at 70° C. for 6 h, then concentrated in vacuo and diluted with ethyl acetate (100 mL) and water (50 mL). The organic layer was separated, washed with water (50 mL) and dried over MgSO4. Evaporation of the solvent in vacuo afforded 3-[(hydroxyimino)(1-methyl-1H-tetrazol-5-yl)methyl... Starting materials: C(C)(C)(C)OC(=O)N1CCN(CC1)C=1C=CC=C2C(=CNC12)S(=O)(=O)C1=CC=CC=C1 (4-(3-Benzenesulfonyl-1H-indol-7-yl)-piperazine-1-carboxylic acid tert-butyl ester), ClCCl (dichloromethane), FC(C(=O)O)(F)F (trifluoroacetic acid). The product is Cl.C1(=CC=CC=C1)S(=O)(=O)C1=CNC2=C(C=CC=C12)N1CCNCC1 (3-benzenesulfonyl-7-piperazin-1-yl-1H-indole hydrochloride). Reaction SMILES: C(OC([N:8]1[CH2:13][CH2:12][N:11]([C:14]2[CH:15]=[CH:16][CH:17]=[C:18]3[C:22]=2[NH:21][CH:20]=[C:19]3[S:23]([C:26]2[CH:31]=[CH:30][CH:29]=[CH:28][CH:27]=2)(=[O:25])=[O:24])[CH2:10][CH2:9]1)=O)(C)(C)C.FC(F)(F)C(O)=O.[Cl:39]CCl>>[ClH:39].[C:26]1([S:23]([C:19]2[C:18]3[C:22](=[C:14]([N:11]4[CH2:12][CH2:13][NH:8][CH2:9][CH2:10]4)[CH:15]=[CH:16][CH:17]=3)[NH:21][CH:20]=2)(=[O:24])=[O:25])[CH:27]=[CH:28][CH:29]=[CH:30][CH:31]=1 |f:3.4|. Procedure details: 4-(3-Benzenesulfonyl-1H-indol-7-yl)-piperazine-1-carboxylic acid tert-butyl ester (1 g, 2.2 mmol) was dissolved in 5 mL of dichloromethane and 6 mL of trifluoroacetic acid was added. After 10 min the mixture was concentrated in vacuo, taken into water, and washed with ether. The aqueous layer was basified with ammonium hydroxide, extracted with dichloromethane, and the extract was dried (sodium sulfate) and evaporated to afford the crude free base. The hydrochloride salt was crystallized from et...